Dataset: the Open Reaction Database (ORD), a public repository of structured organic reaction records. Task: describe an organic reaction: reactants, conditions, products, and yield Reactants: BrCC(=O)NC1=CC(=C(C=C1)Cl)Cl (2-bromo-N-(3,4-dichloro-phenyl)-acetamide), C(C(C)C)N (isobutylamine). The solvent is ClCCl (dichloromethane), ClCCl (dichloromethane). Reaction conditions: time 24 hour. Yields the product Br.ClC=1C=C(C=CC1Cl)NC(CNCC(C)C)=O (N-(3,4-Dichloro-phenyl)-2-isobutylamino-acetamide hydrobromide). Yield: 79.5%. RXN SMILES: [Br:1][CH2:2][C:3]([NH:5][C:6]1[CH:11]=[CH:10][C:9]([Cl:12])=[C:8]([Cl:13])[CH:7]=1)=[O:4].[CH2:14]([NH2:18])[CH:15]([CH3:17])[CH3:16]>ClCCl>[BrH:1].[Cl:13][C:8]1[CH:7]=[C:6]([NH:5][C:3](=[O:4])[CH2:2][NH:18][CH2:14][CH:15]([CH3:17])[CH3:16])[CH:11]=[CH:10][C:9]=1[Cl:12] |f:3.4|. Reported procedure: To a solution of 2-bromo-N-(3,4-dichloro-phenyl)-acetamide (0.1 g) in dichloromethane (80 mL) at 0° C. was slowly added of isobutylamine (52 mg) in dichloromethane. The reaction mixture was allowed to warm up to room temperature and then stirred for another 24 hours. Then the salt was filtered off and the filtrate was concentrated in vacuo. The residue was then purified by column chromatography to yield the title compound as a white solid (0.1 g). MS (m/e): 357.1 (M+H+). Reactants: CN(C(=O)OC(C)(C)C)C1CCNC1, CCO, Clc1ccc2c(Cl)ccnc2c1, C1CN2CCN1CC2. Product: CN(C(=O)OC(C)(C)C)C1CCN(c2ccnc3cc(Cl)ccc23)C1. Reaction SMILES: [C:13]([CH3:14])([CH3:15])([CH3:16])[O:17][C:18](=[O:19])[N:20]([CH:21]1[CH2:22][NH:23][CH2:24][CH2:25]1)[CH3:26].[CH3:35][CH2:36][OH:37].[Cl:1][c:2]1[cH:3][cH:4][n:5][c:6]2[cH:7][c:8]([Cl:12])[cH:9][cH:10][c:11]12.[N:27]12[CH2:28][CH2:29][N:30]([CH2:31][CH2:32]1)[CH2:33][CH2:34]2>>[c:2]1([N:23]2[CH2:22][CH:21]([N:20]([C:18]([O:17][C:13]([CH3:14])([CH3:15])[CH3:16])=[O:19])[CH3:26])[CH2:25][CH2:24]2)[cH:3][cH:4][n:5][c:6]2[cH:7][c:8]([Cl:12])[cH:9][cH:10][c:11]12. Reactants: ClCCl, Nc1ncnc2c1c(-c1ccc(Oc3ccccc3)cc1)cn2C1CCC(O)C1. Yields the product Nc1ncnc2c1c(-c1ccc(Oc3ccccc3)cc1)cn2C1CCC(=O)C1. Reaction SMILES: [Cl:30][CH2:31][Cl:32].[NH2:1][c:2]1[c:3]2[c:4]([n:5][cH:6][n:7]1)[n:8]([CH:24]1[CH2:25][CH:26]([OH:29])[CH2:27][CH2:28]1)[cH:9][c:10]2-[c:11]1[cH:12][cH:13][c:14]([O:17][c:18]2[cH:19][cH:20][cH:21][cH:22][cH:23]2)[cH:15][cH:16]1>>[NH2:1][c:2]1[c:3]2[c:4]([n:5][cH:6][n:7]1)[n:8]([CH:24]1[CH2:25][C:26](=[O:29])[CH2:27][CH2:28]1)[cH:9][c:10]2-[c:11]1[cH:12][cH:13][c:14]([O:17][c:18]2[cH:19][cH:20][cH:21][cH:22][cH:23]2)[cH:15][cH:16]1. The reactants are NC(CC(=O)[O-])C(=O)[O-].[NH4+].[NH4+] (diammonium D,L-aspartate), N (ammonia), C(\C=C/C(=O)[O-])(=O)[O-].[NH4+].[NH4+] (diammonium maleate), N[C@@H](CC(=O)O)C(=O)O (aspartic acid), N (ammonia), Cl (hydrochloric acid). Run at temperature 40 celsius, time 30 minute. The product is NC(CC(=O)O)C(=O)O (D,L-aspartic acid). As a reaction SMILES: N.C([O-])(=O)/C=C\C([O-])=O.[NH4+].[NH4+].[NH2:12][CH:13]([C:18]([O-:20])=[O:19])[CH2:14][C:15]([O-:17])=[O:16].[NH4+].[NH4+].N[C@H](C(O)=O)CC(O)=O.Cl>>[NH2:12][CH:13]([C:18]([OH:20])=[O:19])[CH2:14][C:15]([OH:17])=[O:16] |f:1.2.3,4.5.6|. Reported procedure: Reaction vessel was a 0.33 liter autoclave which was charged with a saturated aqueous solution of ammonia (150 g) and diammonium maleate (30 g) at a temperature of about 25-40 degrees C. The autoclave was sealed and then pressurized through a gas inlet valve with ammonia gas to a constant pressure of about 114 psig for a period of 30 minutes. The gas inlet valve was then closed and the autoclave maintained at 40 degrees C. for 30 minutes. The autoclave was thereafter heated to about 140-150 degr... Starting materials: C[Si](C)(C)C=[N+]=[N-] ((Trimethylsilyl)diazomethane), BrC1=C(C(=O)O)C(=CN=C1)NC1=C(C=CC=C1)F (3-bromo-5-(2-fluoro-phenylamino)-isonicotinic acid). The solvent is C1CCOC1.CO (THF MeOH). Run at time 2 hour. The product is COC(C1=C(C=NC=C1NC1=C(C=CC=C1)F)Br)=O.BrC1=C(C(=O)O)C(=CN=C1)NC1=C(C=CC=C1)F (3-Bromo-5-(2-fluoro-phenylamino)-isonicotinic acid 3-Bromo-5-(2-fluoro-phenylamino)-isonicotinic acid methyl ester). Yield: 95.5%. Reaction SMILES: [CH3:1][Si](C=[N+]=[N-])(C)C.[Br:8][C:9]1[CH:17]=[N:16][CH:15]=[C:14]([NH:18][C:19]2[CH:24]=[CH:23][CH:22]=[CH:21][C:20]=2[F:25])[C:10]=1[C:11]([OH:13])=[O:12]>C1COCC1.CO>[CH3:1][O:12][C:11](=[O:13])[C:10]1[C:14]([NH:18][C:19]2[CH:24]=[CH:23][CH:22]=[CH:21][C:20]=2[F:25])=[CH:15][N:16]=[CH:17][C:9]=1[Br:8].[Br:8][C:9]1[CH:17]=[N:16][CH:15]=[C:14]([NH:18][C:19]2[CH:24]=[CH:23][CH:22]=[CH:21][C:20]=2[F:25])[C:10]=1[C:11]([OH:13])=[O:12] |f:2.3,4.5|. Procedure details: (Trimethylsilyl)diazomethane (8.1 mL, 2M in THF, 16.2 mmol) was added to a solution of 3-bromo-5-(2-fluoro-phenylamino)-isonicotinic acid (4.2 g, 13.5 mmol) in THF/MeOH (72 mL, 9/1, v/v) and stirred for 2 h at room temperature. The reaction solution was quenched with acetic acid, and then concentrated. The crude product was purified via Biotage eluting with a gradient of 0 to 50% EtOAc in hexanes to afford the desired product (4.1 g, 94%) as a yellow solid. The reactants are OC1=CC(=C(C=O)C=C1)OC (4-hydroxy-2-methoxybenzaldehyde), BrCCCO[Si](C)(C)C(C)(C)C ((3-bromopropoxy)-tert-butyldimethylsilane), C(=O)([O-])OC(=O)[O-].[K+].[K+] (potassium dicarbonate). Run in CN(C)C=O (DMF), O (water). Run at time 5 hour. Yields the product [Si](C)(C)(C(C)(C)C)OCCCOC1=CC(=C(C=O)C=C1)OC (4-[3-(tert-Butyldimethylsilyloxy)propoxy]-2-methoxybenzaldehyde). The yield is 99.9%. Reaction SMILES: [OH:1][C:2]1[CH:9]=[CH:8][C:5]([CH:6]=[O:7])=[C:4]([O:10][CH3:11])[CH:3]=1.Br[CH2:13][CH2:14][CH2:15][O:16][Si:17]([C:20]([CH3:23])([CH3:22])[CH3:21])([CH3:19])[CH3:18].C(OC([O-])=O)([O-])=O.[K+].[K+]>CN(C=O)C.O>[Si:17]([O:16][CH2:15][CH2:14][CH2:13][O:1][C:2]1[CH:9]=[CH:8][C:5]([CH:6]=[O:7])=[C:4]([O:10][CH3:11])[CH:3]=1)([C:20]([CH3:21])([CH3:22])[CH3:23])([CH3:19])[CH3:18] |f:2.3.4|. Procedure: The mixture of 4-hydroxy-2-methoxybenzaldehyde (10.0 g), (3-bromopropoxy)-tert-butyldimethylsilane (25.0 g), and potassium dicarbonate (13.6 g) in DMF (100 mL) was stirred at RT for 5 h. The mixture was diluted with water and extracted with EtOAc. And the combined organic solutions were washed with water and brine, dried and concentrated. The residue was purified by silica gel chromatography eluting with hexane/EtOAc to give 21.3 g of the subtitle compound as a yellow oil [as a mixture with (3-b... Starting materials: OCc1ccc(OCc2ccccc2)c2[nH]ccc12, ClCCl, O=[Cr](=O)([O-])O[Cr](=O)(=O)[O-], c1cc[nH+]cc1, c1cc[nH+]cc1. The product is O=Cc1ccc(OCc2ccccc2)c2[nH]ccc12. As a reaction SMILES: [CH2:22]([c:23]1[cH:24][cH:25][cH:26][cH:27][cH:28]1)[O:29][c:30]1[cH:31][cH:32][c:33]([CH2:39][OH:40])[c:34]2[cH:35][cH:36][nH:37][c:38]12.[Cl:41][CH2:42][Cl:43].[Cr:1]([O:2][Cr:3]([O-:4])(=[O:5])=[O:6])([O-:7])(=[O:8])=[O:9].[nH+:10]1[cH:11][cH:12][cH:13][cH:14][cH:15]1.[nH+:16]1[cH:17][cH:18][cH:19][cH:20][cH:21]1>>[CH2:22]([c:23]1[cH:24][cH:25][cH:26][cH:27][cH:28]1)[O:29][c:30]1[cH:31][cH:32][c:33]([CH:39]=[O:40])[c:34]2[cH:35][cH:36][nH:37][c:38]12. The yield is 30.0%. Reported procedure: Purification of compound 154.1. The racemic 2-[3-chloro-8-thia-4,6-diazatricyclo[7.4.0.0[2,7]]trideca-1(9),2(7),3,5-tetraen-12-yl]ethan-1-ol (2.20 g, 8.19 mmol, 1.00 equiv) was resolute by chiral preparative SFC under the following conditions: column: Chiralpak IA, 2*25 cm, 5 um; mobile phase, CO2 (80%), methanol (domestic, 20%); flow rate: 40 g/min; UV detection at 254 nm. The fractions of the first peak to elute (tR=9.28 min) were collected and evaporated under reduced pressure to give the des... Run in CO (methanol). As a reaction SMILES: [Cl:1][C:2]1[C:3]2[C:4]3[CH2:5][CH:6]([CH2:15][CH2:16][OH:17])[CH2:7][CH2:8][C:9]=3[S:10][C:11]=2[N:12]=[CH:13][N:14]=1.C(=O)=O>CO>[Cl:1][C:2]1[C:3]2[C:4]3[CH2:5][C@@H:6]([CH2:15][CH2:16][OH:17])[CH2:7][CH2:8][C:9]=3[S:10][C:11]=2[N:12]=[CH:13][N:14]=1. The product is ClC=1C=2C=3C[C@H](CCC3SC2N=CN1)CCO (2-[(12S)-3-chloro-8-thia-4,6-diazatricyclo[7.4.0.0[2,7]]trideca-1(9),2(7),3,5-tetraen-12-yl]ethan-1-ol). Reactants: ClC=1C=2C=3CC(CCC3SC2N=CN1)CCO (racemic 2-[3-chloro-8-thia-4,6-diazatricyclo[7.4.0.0[2,7]]trideca-1(9),2(7),3,5-tetraen-12-yl]ethan-1-ol), C(=O)=O (CO2). Starting materials: C(=S)(Cl)Cl (thiophosgene), CC1=NN=C(O1)C(=O)NN (5-methyl-1,3,4-oxadiazole-2-carboxylic acid hydrazide), ethyl ester. Solvent: O1CCOCC1 (dioxane). Conditions: time 5 hour. The product is SC=1OC(=NN1)C1=NN=C(O1)C (2-Mercapto-5-(2-methyl-1,3,4-oxadiazol-5-yl)-1,3,4-oxadiazole). Reaction SMILES: [CH3:1][C:2]1[O:6][C:5]([C:7]([NH:9][NH2:10])=[O:8])=[N:4][N:3]=1.[C:11](Cl)(Cl)=[S:12]>O1CCOCC1>[SH:12][C:11]1[O:8][C:7]([C:5]2[O:6][C:2]([CH3:1])=[N:3][N:4]=2)=[N:9][N:10]=1. Reported procedure: 3.6 g of 5-methyl-1,3,4-oxadiazole-2-carboxylic acid hydrazide of melting point 150°-151° C., prepared in the customary manner from the corresponding ethyl ester [Canad.J.Chem. 65, 166 (1987)], are stirred in 100 ml of dioxane with 2.9 g of thiophosgene at room temperature overnight and then at 55° C. for 5 hours. After cooling, undissolved solids are filtered off and 200 ml of hexane are added to the filtrate, the desired product (4 g of decomposition point 225°) crystallizing out.